From a dataset of the Open Reaction Database (ORD), a public repository of structured organic reaction records. describe an organic reaction: reactants, conditions, products, and yield Starting materials: OCCCCCC1C2CC(CC2CC1)=O (2-(5-hydroxypent-1-yl)bicyclo[3.3.0]octan-7-one), C(C)(=O)O (acetic acid), OCCCCCC1C2CC(CC2CC1)=O (2-(5-hydroxypent-1-yl)bicyclo-[3.3.0]octan-7-one), O (water). Conditions: temperature 75 celsius. Product: C(C)(=O)OCCCCCC1C2CC(CC2CC1)=O (2-(5-acetoxypent-1-yl)bicyclo[3.3.0]octan-7-one). RXN SMILES: [OH:1][CH2:2][CH2:3][CH2:4][CH2:5][CH2:6][CH:7]1[CH2:14][CH2:13][CH:12]2[CH:8]1[CH2:9][C:10](=[O:15])[CH2:11]2.O.[C:17](O)(=[O:19])[CH3:18]>>[C:17]([O:1][CH2:2][CH2:3][CH2:4][CH2:5][CH2:6][CH:7]1[CH2:14][CH2:13][CH:12]2[CH:8]1[CH2:9][C:10](=[O:15])[CH2:11]2)(=[O:19])[CH3:18]. Procedure details: The starting material 2-(5-hydroxypent-1-yl)bicyclo[3.3.0]octan-7-one {hexahydro-4-(5-hydroxypentyl)-2(1H)-pentalenone} (0.8 g, 3.8 mmoles) is diluted with glacial acetic acid (7 ml). The reaction is stirred and heated in a 75° C. oil bath for 24 hours, after which time water (20 ml) is added and the reaction partitioned between ether. The ether layer is separated and the aqueous phase extracted again with ether (2×50 ml). The extracts and the organic phase are combined and neutralized with satu... The yield is 56.4%. The reactants are COC1=C(C=O)C=CC=C1 (2-methoxybenzaldehyde), C1(=CC=CC=C1)C1=NC=CC=C1N (2-phenyl-3-aminopyridine), C(#N)[BH3-].[Na+] (sodium cyanoborohydride), 3A, Cl (HCl). Yields the product COC1=C(CNC=2C(=NC=CC2)C2=CC=CC=C2)C=CC=C1 (3-(2-methoxybenzylamino)-2-phenylpyridine). Reaction SMILES: [C:1]1([C:7]2[C:12]([NH2:13])=[CH:11][CH:10]=[CH:9][N:8]=2)[CH:6]=[CH:5][CH:4]=[CH:3][CH:2]=1.Cl.C([BH3-])#N.[Na+].[CH3:19][O:20][C:21]1[CH:28]=[CH:27][CH:26]=[CH:25][C:22]=1[CH:23]=O>CO>[CH3:19][O:20][C:21]1[CH:28]=[CH:27][CH:26]=[CH:25][C:22]=1[CH2:23][NH:13][C:12]1[C:7]([C:1]2[CH:2]=[CH:3][CH:4]=[CH:5][CH:6]=2)=[N:8][CH:9]=[CH:10][CH:11]=1 |f:2.3|. Reaction conditions: time 8 hour. The solvent is CO (methanol), CO (methanol). Reported procedure: Under a nitrogen atmosphere, in a round-bottom flask were placed 500 mg (2.9 mmol) of 2-phenyl-3-aminopyridine, 10 mL of methanol and 1 g of 3A molecular sieves. The pH of the system was adjusted to ca. 4.5, using methanol saturated with HCl, and 190 mg (2.9 mmol) of sodium cyanoborohydride was added to the system. The pH of the system was adjusted to 4.5, 474 mg (3.5 mmol) of 2-methoxybenzaldehyde was added and the mixture was stirred at room temperature overnight. The mixture was filtered thro... Reactants: Cc1ccccc1C(=O)O, O=C(Cl)C(=O)Cl, CN(C)C=O, c1ccccc1. The product is Cc1ccccc1C(=O)Cl. RXN SMILES: [CH3:1][c:2]1[cH:3][cH:4][cH:5][cH:6][c:7]1[C:8]([OH:9])=[O:10].[Cl:11][C:12]([C:13]([Cl:14])=[O:15])=[O:16].[O:17]=[CH:18][N:19]([CH3:20])[CH3:21].[cH:22]1[cH:23][cH:24][cH:25][cH:26][cH:27]1>>[CH3:1][c:2]1[cH:3][cH:4][cH:5][cH:6][c:7]1[C:8](=[O:10])[Cl:11]. The reactants are COCOc1ccc(Br)cc1CCl, CS(C)=O, ClCCl, N#C[Na], O. The product is COCOc1ccc(Br)cc1CC#N. As a reaction SMILES: [Br:1][c:2]1[cH:3][cH:4][c:5]([O:10][CH2:11][O:12][CH3:13])[c:6]([CH2:7][Cl:8])[cH:9]1.[CH3:20][S:21]([CH3:22])=[O:23].[Cl:17][CH2:18][Cl:19].[Na:14][C:15]#[N:16].[OH2:24]>>[Br:1][c:2]1[cH:3][cH:4][c:5]([O:10][CH2:11][O:12][CH3:13])[c:6]([CH2:7][C:15]#[N:16])[cH:9]1. Starting materials: BrCc1ccccc1, CC#N, Clc1nc2cc(Cl)c(Cl)cc2[nH]1, [K+], [K+], O=C([O-])[O-]. Yields the product Clc1cc2nc(Cl)n(Cc3ccccc3)c2cc1Cl. As a reaction SMILES: [Br:19][CH2:20][c:21]1[cH:22][cH:23][cH:24][cH:25][cH:26]1.[CH3:27][C:28]#[N:29].[Cl:1][c:2]1[nH:3][c:4]2[c:5]([n:6]1)[cH:7][c:8]([Cl:12])[c:9]([Cl:11])[cH:10]2.[K+:13].[K+:14].[O-:15][C:16]([O-:17])=[O:18]>>[Cl:1][c:2]1[n:3][c:4]2[c:5]([n:6]1[CH2:20][c:21]1[cH:22][cH:23][cH:24][cH:25][cH:26]1)[cH:7][c:8]([Cl:12])[c:9]([Cl:11])[cH:10]2. Starting materials: C(C)(=O)OCC (ethyl acetate), FC=1C=C(C=CC1)CCCN (3-(3-fluorophenyl)-propylamine), COC(C1=C(C=CC=C1)CBr)=O (2-bromomethyl-benzoic acid methyl ester), C(=O)([O-])[O-].[K+].[K+] (K2CO3). The solvent is C1(=CC=CC=C1)C (toluene), hexanes, hexanes. Conditions: temperature 100 celsius, time 16 hour. Product: FC=1C=C(C=CC1)CCCN1C(C2=CC=CC=C2C1)=O (2-[3-(3-fluorophenyl)-propyl]-2,3-dihydroisoindol-1-one). Yield: 72.6%. Reaction SMILES: [F:1][C:2]1[CH:3]=[C:4]([CH2:8][CH2:9][CH2:10][NH2:11])[CH:5]=[CH:6][CH:7]=1.C[O:13][C:14](=O)[C:15]1[CH:20]=[CH:19][CH:18]=[CH:17][C:16]=1[CH2:21]Br.C([O-])([O-])=O.[K+].[K+].C(OCC)(=O)C>C1(C)C=CC=CC=1>[F:1][C:2]1[CH:3]=[C:4]([CH2:8][CH2:9][CH2:10][N:11]2[CH2:21][C:16]3[C:15](=[CH:20][CH:19]=[CH:18][CH:17]=3)[C:14]2=[O:13])[CH:5]=[CH:6][CH:7]=1 |f:2.3.4|. Procedure details: A mixture of 3-(3-fluorophenyl)-propylamine (306 mg, 2 mmol), 2-bromomethyl-benzoic acid methyl ester (458 mg, 2 mmol), and K2CO3 (200 mg, 1.45 mmol) in toluene (10 mL) was heated with stirring at 100° C. for 16 h. Workup and silica gel column chromatography using a gradient of hexanes to 50% ethyl acetate in hexanes afforded 2-[3-(3-fluorophenyl)-propyl]-2,3-dihydroisoindol-1-one (391 mg, 73%). GC/MS gave: m/z (rel.int.) 269 (M+, 32), 147 (100), 146 (100), 119 (37), 109 (26) and 91 (45). The reactants are Cl.Cl.Cl.N[C@@H](CC(C)C)C=1N=C(SC1)NC1=CC(=C(C=C1)N1C=NC(=C1)C)OC ([4-((S)-1-amino-3-methyl-butyl)-thiazol-2-yl]-[3-methoxy-4-(4-methyl-imidazol-1-yl)-phenyl]-amine trihydrochloride), C1(=CC=CC=C1)CC=O (phenylacetaldehyde), ( 100 ). Product: COC=1C=C(C=CC1N1C=NC(=C1)C)NC=1SC=C(N1)[C@H](CC(C)C)NCCC1=CC=CC=C1 ([3-Methoxy-4-(4-methyl-imidazol-1-yl)-phenyl]-[4-((S)-3-methyl-1-phenethylamino-butyl)-thiazol-2-yl]-amine). RXN SMILES: Cl.Cl.Cl.[NH2:4][C@H:5]([C:10]1[N:11]=[C:12]([NH:15][C:16]2[CH:21]=[CH:20][C:19]([N:22]3[CH:26]=[C:25]([CH3:27])[N:24]=[CH:23]3)=[C:18]([O:28][CH3:29])[CH:17]=2)[S:13][CH:14]=1)[CH2:6][CH:7]([CH3:9])[CH3:8].[C:30]1([CH2:36][CH:37]=O)[CH:35]=[CH:34][CH:33]=[CH:32][CH:31]=1>>[CH3:29][O:28][C:18]1[CH:17]=[C:16]([NH:15][C:12]2[S:13][CH:14]=[C:10]([C@@H:5]([NH:4][CH2:37][CH2:36][C:30]3[CH:35]=[CH:34][CH:33]=[CH:32][CH:31]=3)[CH2:6][CH:7]([CH3:8])[CH3:9])[N:11]=2)[CH:21]=[CH:20][C:19]=1[N:22]1[CH:26]=[C:25]([CH3:27])[N:24]=[CH:23]1 |f:0.1.2.3|. Procedure: The title compound was prepared in analogy to example 32 from 96 mg (0.2 mmol) [4-((S)-1-amino-3-methyl-butyl)-thiazol-2-yl]-[3-methoxy-4-(4-methyl-imidazol-1-yl)-phenyl]-amine trihydrochloride and 27 mg (0.22 mmol) phenylacetaldehyde yielding 44 mg (46%) [3-methoxy-4-(4-methyl-imidazol-1-yl)-phenyl]-[4-((S)-3-methyl-1-phenethylamino-butyl)-thiazol-2-yl]-amine as a yellow solid. MS ISP (m/e): 476.1 (100) (M+H)+. 1H NMR (DMSO-D6, 250 MHz): δ (ppm)=10.34 (s, 1H), 7.87 (s, 1H), 7.65 (s, 1H), 7.24-7... The reactants are Cl.CNOC (N,O-dimethyl hydroxylamine hydrochloride), S1C2=C(C=C1)C(CCC2)N=C=O (4,5,6,7-tetrahydrobenzo[b]thien-4-yl isocyanate). Product: CON(C(=O)NC1CCCC=2SC=CC21)C (1-methoxy-1-methyl-3-(4,5,6,7-tetrahydrobenzo[b]thien-4-yl)urea). As a reaction SMILES: Cl.[CH3:2][NH:3][O:4][CH3:5].[S:6]1[CH:10]=[CH:9][C:8]2[CH:11]([N:15]=[C:16]=[O:17])[CH2:12][CH2:13][CH2:14][C:7]1=2>>[CH3:5][O:4][N:3]([CH3:2])[C:16]([NH:15][CH:11]1[C:8]2[CH:9]=[CH:10][S:6][C:7]=2[CH2:14][CH2:13][CH2:12]1)=[O:17] |f:0.1|. Reported procedure: Following the procedure described in Example 6, N,O-dimethyl hydroxylamine hydrochloride and 4,5,6,7-tetrahydrobenzo[b]thien-4-yl isocyanate are allowed to react to give 1-methoxy-1-methyl-3-(4,5,6,7-tetrahydrobenzo[b]thien-4-yl)urea, which is crystallized from acetone-hexane-ether to give product melting at 60° C. to 62.5° C.